Dataset: the Open Reaction Database (ORD), a public repository of structured organic reaction records. Task: describe an organic reaction: reactants, conditions, products, and yield The reactants are O(C1=CC=CC=C1)C1=NC=CC2=C1C(=NN2)N (4-phenoxy-1H-pyrazolo[4,3-c]pyridin-3-amine), C(=O)C1CCN(CC1)C(=O)OC(C)(C)C (tert-butyl 4-formylpiperidine-1-carboxylate), C(C)(=O)O (acetic acid), C(C)(=O)O[BH-](OC(C)=O)OC(C)=O.[Na+] (Sodium triacetoxyborohydride). Run in C1(=CC=CC=C1)C (toluene). Conditions: time 1 hour. The product is O(C1=CC=CC=C1)C1=NC=CC2=C1C(=NN2)NCC2CCN(CC2)C(=O)OC(C)(C)C (tert-butyl 4-((4-phenoxy-1H-pyrazolo[4,3-c]pyridin-3-ylamino)methyl)piperidine-1-carboxylate). Isolated yield 64.5%. Reaction SMILES: [O:1]([C:8]1[C:13]2[C:14]([NH2:17])=[N:15][NH:16][C:12]=2[CH:11]=[CH:10][N:9]=1)[C:2]1[CH:7]=[CH:6][CH:5]=[CH:4][CH:3]=1.[CH:18]([CH:20]1[CH2:25][CH2:24][N:23]([C:26]([O:28][C:29]([CH3:32])([CH3:31])[CH3:30])=[O:27])[CH2:22][CH2:21]1)=O.C(O[BH-](OC(=O)C)OC(=O)C)(=O)C.[Na+].C(O)(=O)C>C1(C)C=CC=CC=1>[O:1]([C:8]1[C:13]2[C:14]([NH:17][CH2:18][CH:20]3[CH2:25][CH2:24][N:23]([C:26]([O:28][C:29]([CH3:30])([CH3:32])[CH3:31])=[O:27])[CH2:22][CH2:21]3)=[N:15][NH:16][C:12]=2[CH:11]=[CH:10][N:9]=1)[C:2]1[CH:3]=[CH:4][CH:5]=[CH:6][CH:7]=1 |f:2.3|. Procedure: To a stirred solution of the compound prepared in Example 434 (0.217 g,) in toluene (12 mL) was added tert-butyl 4-formylpiperidine-1-carboxylate (0.205 g). The mixture was evaporated in vacuo to remove water from imine formed. Sodium triacetoxyborohydride (0.244 g) was added, followed by acetic acid (0.4 mL). After stirring at room temperature for 1 hour, the reaction mixture was quenched with methanol slowly, to decompose excess borohydride, and then concentrated in vacuo. Ethyl acetate, was a... Starting materials: [NH2-].[Na+] (sodium amide), N (ammonia), N1C=NC=C1 (imidazole), ClC1=NC=C(C2=CC=CC=C12)C1CCCCC1 (1-chloro-4-cyclohexyl-isoquinoline). The solvent is O1CCOCC1 (dioxane). Yields the product N1(C=NC=C1)C1=NC=C(C2=CC=CC=C12)C1CCCCC1 (1-(1-Imidazolyl)-4-cyclohexylisoquinoline). As a reaction SMILES: [NH:1]1[CH:5]=[CH:4][N:3]=[CH:2]1.[NH2-].[Na+].N.Cl[C:10]1[C:19]2[C:14](=[CH:15][CH:16]=[CH:17][CH:18]=2)[C:13]([CH:20]2[CH2:25][CH2:24][CH2:23][CH2:22][CH2:21]2)=[CH:12][N:11]=1>O1CCOCC1>[N:1]1([C:10]2[C:19]3[C:14](=[CH:15][CH:16]=[CH:17][CH:18]=3)[C:13]([CH:20]3[CH2:25][CH2:24][CH2:23][CH2:22][CH2:21]3)=[CH:12][N:11]=2)[CH:5]=[CH:4][N:3]=[CH:2]1 |f:1.2|. Procedure details: 3.4 g (50 mmoles) of imidazole were allowed to react with 1.9 g (49 mmoles) of sodium amide in 50 ml of absolute dioxane until the evolution of ammonia was finished. Then 9 g (37 mmoles) of 1-chloro-4-cyclohexyl-isoquinoline were added and the solvent was evaporated. The reaction mixture was heated for 3 hours to 140° C, distributed between methylene chloride and water and the organic phase was evaporated after having been dried over magnesium sulfate. The oily crude product was taken up in 30 m...